Dataset: the Open Reaction Database (ORD), a public repository of structured organic reaction records. Task: describe an organic reaction: reactants, conditions, products, and yield Starting materials: NC1=C(C(=C(C(=C1O)F)C1=CC=CC=C1)C)C#N (4-Amino-6-fluoro-5-hydroxy-2-methylbiphenyl-3-carbonitrile), N1(C=NC=C1)C(=N)N1C=NC=C1 (di(imidazol-1-yl)methanimine). Solvent: O1CCCC1 (tetrahydrofuran). Product: NC=1OC=2C(N1)=C(C(=C(C2F)C2=CC=CC=C2)C)C#N (2-Amino-7-fluoro-5-methyl-6-phenyl-1,3-benzoxazole-4-carbonitrile). Yield: 87.3%. Reaction SMILES: [NH2:1][C:2]1[C:7]([OH:8])=[C:6]([F:9])[C:5]([C:10]2[CH:15]=[CH:14][CH:13]=[CH:12][CH:11]=2)=[C:4]([CH3:16])[C:3]=1[C:17]#[N:18].[N:19]1(C(N2C=CN=C2)=N)C=CN=[CH:20]1>O1CCCC1>[NH2:19][C:20]1[O:8][C:7]2[C:2](=[C:3]([C:17]#[N:18])[C:4]([CH3:16])=[C:5]([C:10]3[CH:15]=[CH:14][CH:13]=[CH:12][CH:11]=3)[C:6]=2[F:9])[N:1]=1. Reported procedure: 4-Amino-6-fluoro-5-hydroxy-2-methylbiphenyl-3-carbonitrile (I-41) (1.66 g, 6.86 mmol) and di(imidazol-1-yl)methanimine (2.821 g) were suspended in tetrahydrofuran (33 ml), and stirred under reflux under nitrogen atmosphere for 120 hours. After cooling to room temperature, the solvent was evaporated away under reduced pressure. The residue was fractionated with 10% methanol-containing chloroform and water. The organic layer was separated, and dried over anhydrous sodium sulfate. The insoluble mat...